Task: describe an organic reaction: reactants, conditions, products, and yield. Dataset: the Open Reaction Database (ORD), a public repository of structured organic reaction records The product is O1N=C(C2=C1C=CS2)C=2C=C(OCCNCC=1SC=CC1)C=CC2 ([2-(3-thieno[2,3-d]isoxazol-3-yl-phenoxy)-ethyl]-thiophen-2-ylmethyl-amine). Starting materials: BrCCOC=1C=C(C=CC1)C1=NOC2=C1SC=C2 (3-[3-(2-bromo-ethoxy)-phenyl]-thieno[2,3-d]isoxazole), C([O-])([O-])=O.[K+].[K+] (potassium carbonate), S1C(=CC=C1)CN (C-Thiophen-2-yl-methylamine). Reported procedure: The title compound is prepared from 3-[3-(2-bromo-ethoxy)-phenyl]-thieno[2,3-d]isoxazole, potassium carbonate, C-Thiophen-2-yl-methylamine and acetonitrile essentially as described above in example 18 except that the column is eluted using a graded solvent mixture of 40% ethyl acetate in heptane, to 100% ethyl acetate. Purity by LC/MS (APCI)=100%, [M+H]+=357. Run in C(C)#N (acetonitrile). Reaction SMILES: Br[CH2:2][CH2:3][O:4][C:5]1[CH:6]=[C:7]([C:11]2[C:15]3[S:16][CH:17]=[CH:18][C:14]=3[O:13][N:12]=2)[CH:8]=[CH:9][CH:10]=1.C(=O)([O-])[O-].[K+].[K+].[S:25]1[CH:29]=[CH:28][CH:27]=[C:26]1[CH2:30][NH2:31]>C(#N)C>[O:13]1[C:14]2[CH:18]=[CH:17][S:16][C:15]=2[C:11]([C:7]2[CH:6]=[C:5]([CH:10]=[CH:9][CH:8]=2)[O:4][CH2:3][CH2:2][NH:31][CH2:30][C:26]2[S:25][CH:29]=[CH:28][CH:27]=2)=[N:12]1 |f:1.2.3|. The reactants are [Si](C)(C)(C(C)(C)C)O[C@H]1CN(CCC1)C1=C(C=NC=C1)[N+](=O)[O-] ((R)-4-(3-(tert-butyl dimethylsilyloxy)piperidin-1-yl)-3-nitropyridine). The solvent is C(C)O (ethanol). Yields the product C(C)(C)(C)C1=NC=CC(=C1N)N1C[C@H](CCC1)O[Si](C)(C)C(C)(C)C (tert-butyl (S)-4-(3-(tert-butyldimethylsilyloxy)piperidin-1-yl)pyridin-3-amine). Reaction SMILES: [Si:1]([O:8][C@@H:9]1[CH2:14][CH2:13][CH2:12][N:11]([C:15]2[CH:20]=[CH:19][N:18]=[CH:17][C:16]=2[N+:21]([O-])=O)[CH2:10]1)([C:4]([CH3:7])([CH3:6])[CH3:5])([CH3:3])[CH3:2]>C(O)C>[C:4]([C:17]1[C:16]([NH2:21])=[C:15]([N:11]2[CH2:12][CH2:13][CH2:14][C@H:9]([O:8][Si:1]([C:4]([CH3:7])([CH3:6])[CH3:5])([CH3:3])[CH3:2])[CH2:10]2)[CH:20]=[CH:19][N:18]=1)([CH3:7])([CH3:6])[CH3:5]. Procedure details: Following Method 2 of Example 49, (R)-4-(3-(tert-butyl dimethylsilyloxy)piperidin-1-yl)-3-nitropyridine in ethanol was reduced yielding tert-butyl (S)-4-(3-(tert-butyldimethylsilyloxy)piperidin-1-yl)pyridin-3-amine. LCMS (m/z): 308.2 (MH+); LC Rt=3.47 min. The reactants are ON1C(CC(CC1(C)C)O)(C)C (1-oxyl-2,2,6,6-tetramethylpiperidin-4-ol), C(CCCCC(=O)OC)(=O)OC (dimethyl adipate). Solvent: CCCCCCC (heptane). Run at temperature 75 celsius, time 7 hour. Product: C(CCCCC(=O)OC1CC(N(C(C1)(C)C)O)(C)C)(=O)OC1CC(N(C(C1)(C)C)O)(C)C (Bis(1 -oxyl-2,2,6,6-tetramethylpiperidin-4-yl) Adipate). RXN SMILES: [OH:1][N:2]1[C:7]([CH3:9])([CH3:8])[CH2:6][CH:5]([OH:10])[CH2:4][C:3]1([CH3:12])[CH3:11].[C:13]([O:23]C)(=O)[CH2:14][CH2:15][CH2:16][CH2:17][C:18]([O:20][CH3:21])=[O:19]>CCCCCCC>[C:18]([O:20][CH:21]1[CH2:6][C:7]([CH3:9])([CH3:8])[N:2]([OH:1])[C:3]([CH3:12])([CH3:11])[CH2:4]1)(=[O:19])[CH2:17][CH2:16][CH2:15][CH2:14][C:13]([O:10][CH:5]1[CH2:6][C:7]([CH3:8])([CH3:9])[N:2]([OH:1])[C:3]([CH3:12])([CH3:11])[CH2:4]1)=[O:23]. Reported procedure: Following the general procedure of Example 1, 20.8 g (0.119 mol) of 1-oxyl-2,2,6,6-tetramethylpiperidin-4-ol, 10.3 g (0.06 mol) of dimethyl adipate and 70 ml of heptane are heated to reflux and 15 ml of slightly turbid distillate is removed from the Dean-Stark trap. The mixture is cooled to about 75° C. and 0.3 g of tetraisopropyl orthotitanate in 15 ml of heptane is added to the flask. The mixture is heated to reflux and heating at reflux temperature 100°-105° C. is continued for 7 hours. Heati... Reactants: O=C(NC(Cc1ccccc1)C(O)CNOC1CCCCC1)OC1COC2OCCC12, O=S(=O)(Cl)c1cccc(OCc2ccccc2)c1, CN(C)c1ccccn1, C1CCOC1. Yields the product O=C(NC(Cc1ccccc1)C(O)CN(OC1CCCCC1)S(=O)(=O)c1cccc(OCc2ccccc2)c1)OC1COC2OCCC12. RXN SMILES: [CH2:19]([c:20]1[cH:21][cH:22][cH:23][cH:24][cH:25]1)[CH:26]([CH:27]([CH2:28][NH:29][O:30][CH:31]1[CH2:32][CH2:33][CH2:34][CH2:35][CH2:36]1)[OH:37])[NH:38][C:39]([O:40][CH:41]1[CH2:42][O:43][CH:44]2[O:45][CH2:46][CH2:47][CH:48]12)=[O:49].[CH2:1]([c:2]1[cH:3][cH:4][cH:5][cH:6][cH:7]1)[O:8][c:9]1[cH:10][c:11]([S:15](=[O:16])(=[O:17])[Cl:18])[cH:12][cH:13][cH:14]1.[CH3:50][N:51]([c:52]1[cH:53][cH:54][cH:55][cH:56][n:57]1)[CH3:58].[O:59]1[CH2:60][CH2:61][CH2:62][CH2:63]1>>[CH2:1]([c:2]1[cH:3][cH:4][cH:5][cH:6][cH:7]1)[O:8][c:9]1[cH:10][c:11]([S:15](=[O:16])(=[O:17])[N:29]([CH2:28][CH:27]([CH:26]([CH2:19][c:20]2[cH:21][cH:22][cH:23][cH:24][cH:25]2)[NH:38][C:39]([O:40][CH:41]2[CH2:42][O:43][CH:44]3[O:45][CH2:46][CH2:47][CH:48]23)=[O:49])[OH:37])[O:30][CH:31]2[CH2:32][CH2:33][CH2:34][CH2:35][CH2:36]2)[cH:12][cH:13][cH:14]1.